Dataset: the Open Reaction Database (ORD), a public repository of structured organic reaction records. Task: describe an organic reaction: reactants, conditions, products, and yield The reactants are N[C@@H](CC(C)C)C(=O)[C@H]1[C@@](O[C@@H]([C@H]([C@@H]1O)O)CO)(N(C(CCCCCCCCCCCCCCCCC)=O)CCCCCCCCCCCCCC)N (N-(2-L-leucyl-amino-2-deoxy-β-D-glucopyranosyl)-N-tetradecyl-octadecanamide), C(=O)(OCC1=CC=CC=C1)N[C@@H](CC(C)C)C(=O)O (N-carbobenzoxy-L-leucine), N (ammonia). Run in ClCCl.CO (dichloromethane methanol). Yields the product C(=O)(OCC1=CC=CC=C1)N[C@@H](CC(C)C)C(=O)N[C@@H](CC(C)C)C(=O)[C@H]1[C@@](O[C@@H]([C@H]([C@@H]1O)O)CO)(N(C(CCCCCCCCCCCCCCCCC)=O)CCCCCCCCCCCCCC)N (N-[2-(N-Carbobenzoxy-L-leucyl-L-leucyl)-amino-2-deoxy-β-D-glucopyranosyl]-N-tetradecyl-octadecanamide). Yield: 61.0%. As a reaction SMILES: [NH2:1][C@H:2]([C:7]([C@@H:9]1[C@@H:14]([OH:15])[C@H:13]([OH:16])[C@@H:12]([CH2:17][OH:18])[O:11][C@@:10]1([NH2:53])[N:19]([CH2:39][CH2:40][CH2:41][CH2:42][CH2:43][CH2:44][CH2:45][CH2:46][CH2:47][CH2:48][CH2:49][CH2:50][CH2:51][CH3:52])[C:20](=[O:38])[CH2:21][CH2:22][CH2:23][CH2:24][CH2:25][CH2:26][CH2:27][CH2:28][CH2:29][CH2:30][CH2:31][CH2:32][CH2:33][CH2:34][CH2:35][CH2:36][CH3:37])=[O:8])[CH2:3][CH:4]([CH3:6])[CH3:5].[C:54]([NH:64][C@H:65]([C:70](O)=[O:71])[CH2:66][CH:67]([CH3:69])[CH3:68])([O:56][CH2:57][C:58]1[CH:63]=[CH:62][CH:61]=[CH:60][CH:59]=1)=[O:55].N>ClCCl.CO>[C:54]([NH:64][C@H:65]([C:70]([NH:1][C@H:2]([C:7]([C@@H:9]1[C@@H:14]([OH:15])[C@H:13]([OH:16])[C@@H:12]([CH2:17][OH:18])[O:11][C@@:10]1([NH2:53])[N:19]([CH2:39][CH2:40][CH2:41][CH2:42][CH2:43][CH2:44][CH2:45][CH2:46][CH2:47][CH2:48][CH2:49][CH2:50][CH2:51][CH3:52])[C:20](=[O:38])[CH2:21][CH2:22][CH2:23][CH2:24][CH2:25][CH2:26][CH2:27][CH2:28][CH2:29][CH2:30][CH2:31][CH2:32][CH2:33][CH2:34][CH2:35][CH2:36][CH3:37])=[O:8])[CH2:3][CH:4]([CH3:5])[CH3:6])=[O:71])[CH2:66][CH:67]([CH3:68])[CH3:69])([O:56][CH2:57][C:58]1[CH:63]=[CH:62][CH:61]=[CH:60][CH:59]=1)=[O:55] |f:3.4|. Procedure: from N-(2-L-leucyl-amino-2-deoxy-β-D-glucopyranosyl)-N-tetradecyl-octadecanamide and N-carbobenzoxy-L-leucine. Yield 61%. Rf 0.50 (dichloromethane/methanol/conc. ammonia 15:1:0.1). The reactants are Ic1ccncc1, O=C1CCCn2cncc21. Product: c1cc(C2CCCn3cncc32)ccn1. As a reaction SMILES: [I:11][c:12]1[cH:13][cH:14][n:15][cH:16][cH:17]1.[cH:1]1[n:2][cH:3][n:4]2[c:5]1[C:6](=[O:10])[CH2:7][CH2:8][CH2:9]2>>[cH:1]1[n:2][cH:3][n:4]2[c:5]1[CH:6]([c:12]1[cH:13][cH:14][n:15][cH:16][cH:17]1)[CH2:7][CH2:8][CH2:9]2. The reactants are [Br-], CCCC1C(=O)NS(=O)(=O)N1C, CCCC[N+](CCCC)(CCCC)CCCC, Cc1ccccc1, ClCSc1ccccc1. Yields the product CCCC1C(=O)N(CSc2ccccc2)S(=O)(=O)N1C. As a reaction SMILES: [Br-:22].[CH2:1]([CH2:2][CH3:3])[CH:4]1[C:5](=[O:12])[NH:6][S:7](=[O:10])(=[O:11])[N:8]1[CH3:9].[CH3:23][CH2:24][CH2:25][CH2:26][N+:27]([CH2:28][CH2:29][CH2:30][CH3:31])([CH2:32][CH2:33][CH2:34][CH3:35])[CH2:36][CH2:37][CH2:38][CH3:39].[CH3:40][c:41]1[cH:42][cH:43][cH:44][cH:45][cH:46]1.[c:13]1([S:19][CH2:20][Cl:21])[cH:14][cH:15][cH:16][cH:17][cH:18]1>>[CH2:1]([CH2:2][CH3:3])[CH:4]1[C:5](=[O:12])[N:6]([CH2:20][S:19][c:13]2[cH:14][cH:15][cH:16][cH:17][cH:18]2)[S:7](=[O:10])(=[O:11])[N:8]1[CH3:9]. The product is C(C)(=O)C1=NC=NC=C1C(=O)O (4-acetyl-5-pyrimidinecarboxylic acid). Reactants: C(C)(=O)C1=NC=NC=C1C(=O)[O-] (4-acetyl-5-pyrimidinecarboxylate), O.[OH-].[Li+] (lithium hydroxide monohydrate), Cl (hydrochloric acid). Procedure details: Following the procedure of Example 30, 4-acetyl-5-pyrimidinecarboxylate is reacted with lithium hydroxide monohydrate and with hydrochloric acid to give 4-acetyl-5-pyrimidinecarboxylic acid. Reaction SMILES: [C:1]([C:4]1[C:9]([C:10]([O-:12])=[O:11])=[CH:8][N:7]=[CH:6][N:5]=1)(=[O:3])[CH3:2].O.[OH-].[Li+].Cl>>[C:1]([C:4]1[C:9]([C:10]([OH:12])=[O:11])=[CH:8][N:7]=[CH:6][N:5]=1)(=[O:3])[CH3:2] |f:1.2.3|.